From a dataset of the Open Reaction Database (ORD), a public repository of structured organic reaction records. describe an organic reaction: reactants, conditions, products, and yield Reaction SMILES: [CH2:40]1[O:41][CH2:42][CH2:43][CH2:44]1.[CH:25]([N-:26][CH:27]([CH3:28])[CH3:29])([CH3:30])[CH3:31].[Cl:1][c:2]1[n:3][c:4]([N:19]2[CH2:20][CH2:21][O:22][CH2:23][CH2:24]2)[c:5]2[c:6]([n:7]1)[cH:8][cH:9][c:10]([CH2:12][P:13](=[O:14])([O:15][CH3:16])[O:17][CH3:18])[n:11]2.[Li+:32].[O:33]1[CH2:34][CH2:35][C:36](=[O:39])[CH2:37][CH2:38]1>>[Cl:1][c:2]1[n:3][c:4]([N:19]2[CH2:20][CH2:21][O:22][CH2:23][CH2:24]2)[c:5]2[c:6]([n:7]1)[cH:8][cH:9][c:10]([CH:12]=[C:36]1[CH2:35][CH2:34][O:33][CH2:38][CH2:37]1)[n:11]2. The product is Clc1nc(N2CCOCC2)c2nc(C=C3CCOCC3)ccc2n1. Reactants: C1CCOC1, CC(C)[N-]C(C)C, COP(=O)(Cc1ccc2nc(Cl)nc(N3CCOCC3)c2n1)OC, [Li+], O=C1CCOCC1. Reactants: C(=O)(OC(C)(C)C)N1CC(CCC1)CCCOC1=CC=C(C(=O)OC)C=C1 (Methyl 4-[3-(N-BOC-piperidin-3-yl)propyloxy]benzoate), C1CCOC1 (THF), [Li+].[OH-] (LiOH). Run in CCOC(=O)C (EtOAc), OS(=O)(=O)[O-].[K+] (KHSO4). The product is C(=O)(OC(C)(C)C)N1CC(CCC1)CCCOC1=CC=C(C(=O)O)C=C1 (4-[3-(N-BOC-Piperidin-3-yl)propyloxy]benzoic acid). Yield: 101.8%. RXN SMILES: [C:1]([N:8]1[CH2:13][CH2:12][CH2:11][CH:10]([CH2:14][CH2:15][CH2:16][O:17][C:18]2[CH:27]=[CH:26][C:21]([C:22]([O:24]C)=[O:23])=[CH:20][CH:19]=2)[CH2:9]1)([O:3][C:4]([CH3:7])([CH3:6])[CH3:5])=[O:2].C1COCC1.[Li+].[OH-]>CCOC(C)=O.OS([O-])(=O)=O.[K+]>[C:1]([N:8]1[CH2:13][CH2:12][CH2:11][CH:10]([CH2:14][CH2:15][CH2:16][O:17][C:18]2[CH:19]=[CH:20][C:21]([C:22]([OH:24])=[O:23])=[CH:26][CH:27]=2)[CH2:9]1)([O:3][C:4]([CH3:7])([CH3:6])[CH3:5])=[O:2] |f:2.3,5.6|. Procedure: A mixture of 16-5 (0.75 g, 2 mmol), THF (30 ml) and 1N LiOH (10 mL) was heated at reflux for 7 h. The cooled reaction mixture was diluted with EtOAc and 10% KHSO4. The organic portion was then washed with brine, dried (MgSO4) and concentrated to give 16-6 (740 mg) as a white solid. Rf 0.86 (silica, EtOAc). The reactants are CC1=CC(=C(C=C1C)C1=CC=C(O1)C=O)[N+](=O)[O-] (5-(4,5-dimethyl-2-nitrophenyl)furan-2-aldehyde), [OH-].[Na+] (NaOH), [OH-].[Na+] (NaOH). The reagents and catalysts are [N+](=O)([O-])[O-].[Ag+] (Silver nitrate). The solvent is Cl (HCl). Reaction conditions: temperature 60 celsius. Product: CC1=CC(=C(C=C1C)C1=CC=C(O1)C(=O)O)[N+](=O)[O-] (5-(4,5-dimethyl-2-nitrophenyl)furan-2-carboxylic acid), solid. Isolated yield 41.0%. RXN SMILES: [CH3:1][C:2]1[C:7]([CH3:8])=[CH:6][C:5]([C:9]2[O:13][C:12]([CH:14]=[O:15])=[CH:11][CH:10]=2)=[C:4]([N+:16]([O-:18])=[O:17])[CH:3]=1.[OH-:19].[Na+]>[N+]([O-])([O-])=O.[Ag+].Cl>[CH3:1][C:2]1[C:7]([CH3:8])=[CH:6][C:5]([C:9]2[O:13][C:12]([C:14]([OH:19])=[O:15])=[CH:11][CH:10]=2)=[C:4]([N+:16]([O-:18])=[O:17])[CH:3]=1 |f:1.2,3.4|. Procedure details: To 5-(4,5-dimethyl-2-nitrophenyl)furan-2-aldehyde (5a) (0.69 g, 2.81 mmol) was added solid NaOH (0.12 g, 3.09 mmol) and 10% NaOH solution (6.2 ml). Silver nitrate (0.47 g, 2.81 mmol) was added, and the reaction mixture heated to 60° C. for 3 h. After cooling to room temperature the resulting mixture was poured into 2N HCl (50 ml) during which the product precipitated out of solution and was collected by filtration. The crude solid was purified by column chromatography using 0-2% MeOH/DCM as elue... Reaction SMILES: [C:1](#[N:2])[N:3]=[C:4]([CH2:5][CH3:6])[NH:7][CH:8]1[CH:9]([OH:22])[C:10]([CH3:20])([CH3:21])[O:11][c:12]2[c:13]1[cH:14][c:15]([C:18]#[N:19])[cH:16][cH:17]2.[S:23](=[O:24])(=[O:25])([CH3:26])[Cl:27].[cH:28]1[cH:29][cH:30][n:31][cH:32][cH:33]1>>[C:1](#[N:2])[N:3]=[C:4]([CH2:5][CH3:6])[NH:7][CH:8]1[CH:9]([O:22][S:23](=[O:24])(=[O:25])[CH3:26])[C:10]([CH3:20])([CH3:21])[O:11][c:12]2[c:13]1[cH:14][c:15]([C:18]#[N:19])[cH:16][cH:17]2. Reactants: CCC(=NC#N)NC1c2cc(C#N)ccc2OC(C)(C)C1O, CS(=O)(=O)Cl, c1ccncc1. The product is CCC(=NC#N)NC1c2cc(C#N)ccc2OC(C)(C)C1OS(C)(=O)=O. Starting materials: C(=O)C(CCC#N)CCC (4-formylheptanenitrile), [BH4-].[Na+] (sodium borohydride), ice, Cl (hydrogen chloride). Solvent: CO (methanol). Reaction conditions: temperature 5 celsius, time 1 hour. Product: OCC(CCC#N)CCC (4-(hydroxymethyl)heptanenitrile). Yield: 95.3%. As a reaction SMILES: [CH:1]([CH:3]([CH2:8][CH2:9][CH3:10])[CH2:4][CH2:5][C:6]#[N:7])=[O:2].[BH4-].[Na+].Cl>CO>[OH:2][CH2:1][CH:3]([CH2:8][CH2:9][CH3:10])[CH2:4][CH2:5][C:6]#[N:7] |f:1.2|. Procedure: To a solution of 46.94 g (0.338 mol) of 4-formylheptanenitrile in 250 mL of methanol at 3° C., under argon, was added 4.55 g (0.120 mol) of sodium borohydride portionwise over 1 hr. After stirring at 5° C. for 1 hr, the reaction mixture was poured into a mixture of 100 g of ice and 200 mL of 2N hydrogen chloride solution and extracted with 500 mL followed by 4×250 mL of ether. The combined extracts were washed with 2×150 mL of saturated brine, dried (Na2SO4), filtered and concentrated. The resid... The reactants are FC=1C(=NC2=CC=CC(=C2N1)C1=CC=2C(NCCC2N1)=O)C (2-(3-fluoro-2-methylquinoxalin-5-yl)-6,7-dihydro-1H-pyrrolo[3,2-c]pyridin-4(5H)-one), N (ammonia), O (water). The solvent is CS(=O)C (DMSO). Conditions: temperature 90 celsius. Yields the product NC=1C(=NC2=CC=CC(=C2N1)C1=CC=2C(NCCC2N1)=O)C (2-(3-amino-2-methylquinoxalin-5-yl)-6,7-dihydro-1H-pyrrolo[3,2-c]pyridin-4(5H)-one). Yield: 79.3%. Reaction SMILES: F[C:2]1[C:3]([CH3:22])=[N:4][C:5]2[C:10]([N:11]=1)=[C:9]([C:12]1[NH:20][C:19]3[CH2:18][CH2:17][NH:16][C:15](=[O:21])[C:14]=3[CH:13]=1)[CH:8]=[CH:7][CH:6]=2.[NH3:23].O>CS(C)=O>[NH2:23][C:2]1[C:3]([CH3:22])=[N:4][C:5]2[C:10]([N:11]=1)=[C:9]([C:12]1[NH:20][C:19]3[CH2:18][CH2:17][NH:16][C:15](=[O:21])[C:14]=3[CH:13]=1)[CH:8]=[CH:7][CH:6]=2. Procedure details: A mixture of 2-(3-fluoro-2-methylquinoxalin-5-yl)-6,7-dihydro-1H-pyrrolo[3,2-c]pyridin-4(5H)-one (126) (0.30 g, 1.01 mmol) and ammonia (4.05 mL, 8.10 mmol) in DMSO (5 mL) was heated at 90° C. in a sealed tube for 16 h. The reaction mixture was cooled to RT, treated with water, and extracted with DCM (3×). The extracts were dried over Na2SO4, concentrated. The residue was purified by silica gel chromatography (0-10% MeOH/DCM) to give 2-(3-amino-2-methylquinoxalin-5-yl)-6,7-dihydro-1H-pyrrolo[3,2-... The reactants are ClC1=C(C=C(N)C=C1)C1=NC=CC=C1 (4-chloro-3-(pyridin-2-yl)aniline), C(C)(C)NC(=O)C1=NC=C(C(=O)O)C=C1 (6-(isopropylcarbamoyl)nicotinic acid). The product is ClC1=C(C=C(C=C1)NC(=O)C=1C=CC(=NC1)C(=O)NC(C)C)C1=NC=CC=C1 (N5-(4-chloro-3-(pyridin-2-yl)phenyl)-N2-isopropylpyridine-2,5-dicarboxamide). RXN SMILES: [Cl:1][C:2]1[CH:8]=[CH:7][C:5]([NH2:6])=[CH:4][C:3]=1[C:9]1[CH:14]=[CH:13][CH:12]=[CH:11][N:10]=1.[CH:15]([NH:18][C:19]([C:21]1[CH:29]=[CH:28][C:24]([C:25](O)=[O:26])=[CH:23][N:22]=1)=[O:20])([CH3:17])[CH3:16]>>[Cl:1][C:2]1[CH:8]=[CH:7][C:5]([NH:6][C:25]([C:24]2[CH:28]=[CH:29][C:21]([C:19]([NH:18][CH:15]([CH3:17])[CH3:16])=[O:20])=[N:22][CH:23]=2)=[O:26])=[CH:4][C:3]=1[C:9]1[CH:14]=[CH:13][CH:12]=[CH:11][N:10]=1. Procedure: 250 mg of 5-(methoxycarbonyl)picolinic acid was coupled to isopropylamine via Procedure G. Crude methyl 6-(isopropylcarbamoyl)nicotinate was hydrolyzed via Procedure M to yield 227 mg of 6-(isopropylcarbamoyl)nicotinic acid. 60 mg of 4-chloro-3-(pyridin-2-yl)aniline was coupled to 6-(isopropylcarbamoyl)nicotinic acid via Procedure G. The crude product was purified by reverse phase HPLC to yield N5-(4-chloro-3-(pyridin-2-yl)phenyl)-N2-isopropylpyridine-2,5-dicarboxamide. MS (Q1) 395.1 (M)+. The reactants are O=C(O)c1ccc2c(c1)OCO2, O=C([O-])O, CCN=C=NCCCN(C)C, O=C(Nc1ccc(Oc2ccc(CN3CCNCC3)cc2)nc1)c1ccc(Cl)c(Cl)c1, Cl, [Na+], CN(C)C=O, O, On1nnc2ccccc21. Product: O=C(Nc1ccc(Oc2ccc(CN3CCN(Cc4ccc5c(c4)OCO5)CC3)cc2)nc1)c1ccc(Cl)c(Cl)c1. RXN SMILES: [C:32]([c:33]1[cH:34][c:35]2[c:39]([cH:40][cH:41]1)[O:38][CH2:37][O:36]2)([OH:42])=[O:43].[C:67](=[O:68])([OH:69])[O-:70].[CH2:45]([N:46]=[C:47]=[N:48][CH2:49][CH2:50][CH2:51][N:52]([CH3:53])[CH3:54])[CH3:55].[Cl:1][c:2]1[cH:3][c:4]([C:5](=[O:6])[NH:7][c:8]2[cH:9][n:10][c:11]([O:14][c:15]3[cH:16][cH:17][c:18]([CH2:21][N:22]4[CH2:23][CH2:24][NH:25][CH2:26][CH2:27]4)[cH:19][cH:20]3)[cH:12][cH:13]2)[cH:28][cH:29][c:30]1[Cl:31].[ClH:44].[Na+:71].[O:72]=[CH:73][N:74]([CH3:75])[CH3:76].[OH2:56].[OH:57][n:58]1[c:59]2[cH:60][cH:61][cH:62][cH:63][c:64]2[n:65][n:66]1>>[Cl:1][c:2]1[cH:3][c:4]([C:5](=[O:6])[NH:7][c:8]2[cH:9][n:10][c:11]([O:14][c:15]3[cH:16][cH:17][c:18]([CH2:21][N:22]4[CH2:23][CH2:24][N:25]([CH2:32][c:33]5[cH:34][c:35]6[c:39]([cH:40][cH:41]5)[O:38][CH2:37][O:36]6)[CH2:26][CH2:27]4)[cH:19][cH:20]3)[cH:12][cH:13]2)[cH:28][cH:29][c:30]1[Cl:31]. Starting materials: CCOC(=O)c1c(C)n[nH]c1NC, CO, CI, [Na+], [OH-]. Product: CCOC(=O)c1c(C)nn(C)c1NC. As a reaction SMILES: [CH2:1]([CH3:2])[O:3][C:4](=[O:5])[c:6]1[c:7]([CH3:13])[n:8][nH:9][c:10]1[NH:11][CH3:12].[CH3:18][OH:19].[I:16][CH3:17].[Na+:15].[OH-:14]>>[CH2:1]([CH3:2])[O:3][C:4](=[O:5])[c:6]1[c:7]([CH3:13])[n:8][n:9]([CH3:17])[c:10]1[NH:11][CH3:12].